Dataset: the Open Reaction Database (ORD), a public repository of structured organic reaction records. Task: describe an organic reaction: reactants, conditions, products, and yield Reactants: C(=O)(O)C1=C(C=C(C=C1)OC)C1=CC=CC(=C1)OC (2-carboxy-5,5'-dimethoxybiphenyl). The solvent is CS(=O)(=O)O (methanesulfonic acid). Conditions: time 1 hour. The product is COC=1C=CC=2C(C3=CC=C(C=C3C2C1)OC)=O (3,6-dimethoxy-9-fluorenone). Isolated yield 96.0%. As a reaction SMILES: [C:1]([C:4]1[CH:9]=[CH:8][C:7]([O:10][CH3:11])=[CH:6][C:5]=1[C:12]1[CH:17]=[C:16]([O:18][CH3:19])[CH:15]=[CH:14][CH:13]=1)([OH:3])=O>CS(O)(=O)=O>[CH3:11][O:10][C:7]1[CH:8]=[CH:9][C:4]2[C:1](=[O:3])[C:13]3[C:12]([C:5]=2[CH:6]=1)=[CH:17][C:16]([O:18][CH3:19])=[CH:15][CH:14]=3. Reported procedure: 7.5 g of 2-carboxy-5,5'-dimethoxybiphenyl was dissolved in 75 mL of methanesulfonic acid to obtain a dark brown solution. The solution was stirred at room temperature for one hour, heated at 40°-50° C. for 5 hours and then cooled to room temperature. The reaction mixture was then poured onto crushed ice to form a yellow colored precipitate which was collected by filtration. The precipitate was washed with large amounts of water and then air dried to yield 6.7 g of crude 3,6-dimethoxy-9-fluorenon... Reactants: C(C)OC(=O)C=1C=NN(C1C(NC1=CC=2N(C=C1)N=C(N2)C2=CC(=CC=C2)OC)=O)C (5-[2-(3-methoxy-phenyl)-[1,2,4]triazolo[1,5-a]pyridin-7-ylcarbamoyl]-1-methyl-1H-pyrazole-4-carboxylic acid ethyl ester), CO (MeOH), O (water), [Li+].[OH-] (LiOH), O (H2O). Solvent: C1CCOC1 (THF). Run at temperature 25 celsius, time 4 hour. The product is COC=1C=C(C=CC1)C1=NN2C(C=C(C=C2)NC(=O)C2=C(C=NN2C)C(=O)O)=N1 (5-[2-(3-methoxy-phenyl)-[1,2,4]triazolo[1,5-a]pyridin-7-ylcarbamoyl]-1-methyl-1H-pyrazole-4-carboxylic acid). As a reaction SMILES: C([O:3][C:4]([C:6]1[CH:7]=[N:8][N:9]([CH3:31])[C:10]=1[C:11](=[O:30])[NH:12][C:13]1[CH:18]=[CH:17][N:16]2[N:19]=[C:20]([C:22]3[CH:27]=[CH:26][CH:25]=[C:24]([O:28][CH3:29])[CH:23]=3)[N:21]=[C:15]2[CH:14]=1)=[O:5])C.CO.O.[Li+].[OH-]>C1COCC1>[CH3:29][O:28][C:24]1[CH:23]=[C:22]([C:20]2[N:21]=[C:15]3[CH:14]=[C:13]([NH:12][C:11]([C:10]4[N:9]([CH3:31])[N:8]=[CH:7][C:6]=4[C:4]([OH:5])=[O:3])=[O:30])[CH:18]=[CH:17][N:16]3[N:19]=2)[CH:27]=[CH:26][CH:25]=1 |f:3.4|. Procedure: To a solution of 5-[2-(3-methoxy-phenyl)-[1,2,4]triazolo[1,5-a]pyridin-7-ylcarbamoyl]-1-methyl-1H-pyrazole-4-carboxylic acid ethyl ester (3.5 g, 8.33 mmol) in a mixture of THF (20 ml), MeOH (14 ml) and water (7 ml) was added LiOH×H2O (1.0 g, 25.0 mmol) at 0° C. The reaction mixture was stirred at 25° C. for 4 h. Solvents were removed in vacuum and the resultant crude material was diluted with water (150 ml). The aqueous layer was washed with ether (2×100 ml), cooled to 0° C., and slowly acidifie... RXN SMILES: [CH3:1][c:2]1[c:3]([CH2:13][O:14][c:15]2[cH:16][cH:17][c:18]([CH2:19][O:20][c:21]3[c:22]([CH:31]=[CH:32][C:33](=[O:34])[O:35][CH2:36][CH3:37])[c:23]4[cH:24][cH:25][cH:26][cH:27][c:28]4[cH:29][cH:30]3)[cH:38][cH:39]2)[n:4][c:5](-[c:7]2[cH:8][cH:9][cH:10][cH:11][cH:12]2)[o:6]1.[CH3:40][CH2:41][OH:42].[O:45]1[CH2:46][CH2:47][CH2:48][CH2:49]1.[Pt:43]=[O:44]>>[CH3:1][c:2]1[c:3]([CH2:13][O:14][c:15]2[cH:16][cH:17][c:18]([CH2:19][O:20][c:21]3[c:22]([CH2:31][CH2:32][C:33](=[O:34])[O:35][CH2:36][CH3:37])[c:23]4[cH:24][cH:25][cH:26][cH:27][c:28]4[cH:29][cH:30]3)[cH:38][cH:39]2)[n:4][c:5](-[c:7]2[cH:8][cH:9][cH:10][cH:11][cH:12]2)[o:6]1. Starting materials: CCOC(=O)C=Cc1c(OCc2ccc(OCc3nc(-c4ccccc4)oc3C)cc2)ccc2ccccc12, CCO, C1CCOC1, O=[Pt]. Product: CCOC(=O)CCc1c(OCc2ccc(OCc3nc(-c4ccccc4)oc3C)cc2)ccc2ccccc12.